From a dataset of the Open Reaction Database (ORD), a public repository of structured organic reaction records. describe an organic reaction: reactants, conditions, products, and yield Reactants: OC1=CC=C(CO)C=C1 (para-hydroxybenzyl alcohol), [C-]#N.[Na+] (sodium cyanide), C(=O)OCC (ethyl formate). Run in C(C)O (ethanol). The product is OC1=CC=C(CC#N)C=C1 (para-hydroxybenzyl cyanide). The yield is 94.0%. RXN SMILES: [OH:1][C:2]1[CH:9]=[CH:8][C:5]([CH2:6]O)=[CH:4][CH:3]=1.[C-:10]#[N:11].[Na+].C(OCC)=O>C(O)C>[OH:1][C:2]1[CH:9]=[CH:8][C:5]([CH2:6][C:10]#[N:11])=[CH:4][CH:3]=1 |f:1.2|. Procedure: A mixture of 4.96 g. para-hydroxybenzyl alcohol 2.4 g. sodium cyanide 12 ml. ethanol and 12 ml. ethyl formate is heated with stirring under reflux for a period of ninety minutes. The reaction product is then subjected to the same isolation process as in Example 1 to give a 94% yield of crude product showing a melting point of 58°-61° C. uncorrected. The reactants are Brc1cccc(Br)c1, [Li]CCCC, CC(=O)c1ccc(OC(F)F)c(Cl)c1, C1CCOC1. The product is C=C(c1cccc(Br)c1)c1ccc(OC(F)F)c(Cl)c1. As a reaction SMILES: [Br:6][c:7]1[cH:8][cH:9][cH:10][c:11]([Br:12])[cH:13]1.[CH2:1]([Li:2])[CH2:3][CH2:4][CH3:5].[Cl:14][c:15]1[cH:16][c:17]([C:25]([CH3:26])=[O:27])[cH:18][cH:19][c:20]1[O:21][CH:22]([F:23])[F:24].[O:28]1[CH2:29][CH2:30][CH2:31][CH2:32]1>>[c:7]1([C:25]([c:17]2[cH:16][c:15]([Cl:14])[c:20]([O:21][CH:22]([F:23])[F:24])[cH:19][cH:18]2)=[CH2:26])[cH:8][cH:9][cH:10][c:11]([Br:12])[cH:13]1. Product: CC(=O)C1CCC2C3CCC4CC(OC(=O)c5cccnc5)CCC4(C)C3CCC12C. RXN SMILES: [C:25]([c:26]1[cH:27][n:28][cH:29][cH:30][cH:31]1)(=[O:32])[Cl:33].[CH3:34][N:35]([CH3:36])[c:37]1[cH:38][cH:39][n:40][cH:41][cH:42]1.[ClH:24].[OH:1][CH:2]1[CH2:3][CH:4]2[CH2:5][CH2:6][CH:7]3[CH:8]4[CH2:9][CH2:10][CH:11]([C:12]([CH3:13])=[O:14])[C:15]4([CH3:23])[CH2:16][CH2:17][CH:18]3[C:19]2([CH3:22])[CH2:20][CH2:21]1.[cH:43]1[cH:44][cH:45][n:46][cH:47][cH:48]1>>[O:1]([CH:2]1[CH2:3][CH:4]2[CH2:5][CH2:6][CH:7]3[CH:8]4[CH2:9][CH2:10][CH:11]([C:12]([CH3:13])=[O:14])[C:15]4([CH3:23])[CH2:16][CH2:17][CH:18]3[C:19]2([CH3:22])[CH2:20][CH2:21]1)[C:25]([c:26]1[cH:27][n:28][cH:29][cH:30][cH:31]1)=[O:32]. The reactants are O=C(Cl)c1cccnc1, CN(C)c1ccncc1, Cl, CC(=O)C1CCC2C3CCC4CC(O)CCC4(C)C3CCC12C, c1ccncc1. Starting materials: CC(=O)C=C (methylvinylketone), S(=O)(=O)([O-])[O-].[Na+].[Na+] (sodium sulphate), [Cl-].[NH4+] (ammonium chloride), [Cl-].[Li+] (lithium chloride), cuprous cyanide, Cl[Si](C)(C)C (Chlorotrimethylsilane), solution, [Br-].IC1=C(C[Zn+])C=CC=C1 (2-iodobenzylzinc bromide). Procedure: A suspension of dry lithium chloride (6.4 g, 150 mmol) and cuprous cyanide (6.72 g, 75 mmol) in anhydrous tetrahydrofuran (75 ml) was stirred under nitrogen for 15 min at 21° C. and then cooled to −73°. A 0.5M solution of 2-iodobenzylzinc bromide in tetrahydrofuran (150 ml, 75 mmol) was added dropwise over 40 min below −65° C. and the temperature was allowed to rise to −7° C., stirred at this temperature for 0.5 h and then cooled back to −68° C. Chlorotrimethylsilane (19 ml, 150 mmol) was added ... Reaction conditions: temperature 21 celsius, time 15 minute. Reaction SMILES: [Cl-].[Li+].[Br-].[I:4][C:5]1[CH:12]=[CH:11][CH:10]=[CH:9][C:6]=1[CH2:7][Zn+].Cl[Si](C)(C)C.[CH3:18][C:19]([CH:21]=[CH2:22])=[O:20].S([O-])([O-])(=O)=O.[Na+].[Na+].[Cl-].[NH4+]>O1CCCC1>[I:4][C:5]1[CH:12]=[CH:11][CH:10]=[CH:9][C:6]=1[CH2:7][CH2:22][CH2:21][C:19](=[O:20])[CH3:18] |f:0.1,2.3,6.7.8,9.10|. Run in O1CCCC1 (tetrahydrofuran), O1CCCC1 (tetrahydrofuran), O1CCCC1 (tetrahydrofuran). The product is IC1=C(C=CC=C1)CCCC(C)=O (5-(2-Iodophenyl)pentan-2-one). Reactants: CCSC(Cc1ccc(OCc2ccccc2)cc1)C(=O)OC, CSC, ClCCl. Yields the product CCSC(Cc1ccc(O)cc1)C(=O)OC. As a reaction SMILES: [CH3:1][O:2][C:3]([CH:4]([CH2:5][c:6]1[cH:7][cH:8][c:9]([O:12][CH2:13][c:14]2[cH:15][cH:16][cH:17][cH:18][cH:19]2)[cH:10][cH:11]1)[S:20][CH2:21][CH3:22])=[O:23].[CH3:24][S:25][CH3:26].[Cl:27][CH2:28][Cl:29]>>[CH3:1][O:2][C:3]([CH:4]([CH2:5][c:6]1[cH:7][cH:8][c:9]([OH:12])[cH:10][cH:11]1)[S:20][CH2:21][CH3:22])=[O:23]. Reactants: NC([C@H](O)C=1OC=CN1)CCC1=CC=CC=C1 ((S)-2-Amino-1-oxazol-2-yl-4-phenyl-butan-1-ol), C1(CCCCC1)CC(C(=O)O)CC(=O)N1CCOCC1 (2-Cyclohexylmethyl-4-morpholin-4-yl-4-oxo-butyric acid). Yields the product C1(CCCCC1)C[C@@H](C(=O)N[C@@H](CCC1=CC=CC=C1)C(=O)C=1OC=CN1)CC(=O)N1CCOCC1 ((R)-2-Cyclohexylmethyl-4-morpholin-4-yl-N-[(S)-1-(oxazole-2-carbonyl)-3-phenyl-propyl]-4-oxo-butyramide). RXN SMILES: [NH2:1][CH:2]([CH2:10][CH2:11][C:12]1[CH:17]=[CH:16][CH:15]=[CH:14][CH:13]=1)[C@@H:3]([C:5]1[O:6][CH:7]=[CH:8][N:9]=1)[OH:4].[CH:18]1([CH2:24][CH:25]([CH2:29][C:30]([N:32]2[CH2:37][CH2:36][O:35][CH2:34][CH2:33]2)=[O:31])[C:26](O)=[O:27])[CH2:23][CH2:22][CH2:21][CH2:20][CH2:19]1>>[CH:18]1([CH2:24][C@H:25]([CH2:29][C:30]([N:32]2[CH2:37][CH2:36][O:35][CH2:34][CH2:33]2)=[O:31])[C:26]([NH:1][C@H:2]([C:3]([C:5]2[O:6][CH:7]=[CH:8][N:9]=2)=[O:4])[CH2:10][CH2:11][C:12]2[CH:17]=[CH:16][CH:15]=[CH:14][CH:13]=2)=[O:27])[CH2:23][CH2:22][CH2:21][CH2:20][CH2:19]1. Procedure: It is similarly prepared according to the general procedure for example 10 but using (S)-2-Amino-1-oxazol-2-yl-4-phenyl-butan-1-ol and 2-Cyclohexylmethyl-4-morpholin-4-yl-4-oxo-butyric acid. Starting materials: COC=1C=CC=C2C(=CC=NC12)O (8-methoxyquinolin-4-ol), O=P(Cl)(Cl)Cl (POCl3). Product: ClC1=CC=NC2=C(C=CC=C12)OC (4-Chloro-8-methoxyquinoline). The yield is 72.3%. RXN SMILES: [CH3:1][O:2][C:3]1[CH:4]=[CH:5][CH:6]=[C:7]2[C:12]=1[N:11]=[CH:10][CH:9]=[C:8]2O.O=P(Cl)(Cl)[Cl:16]>>[Cl:16][C:8]1[C:7]2[C:12](=[C:3]([O:2][CH3:1])[CH:4]=[CH:5][CH:6]=2)[N:11]=[CH:10][CH:9]=1. Procedure details: Compound 16 (2.65 g, 15.1 mmol) was dissolved in POCl3 (4.2 ml, 45.3 mmol) under nitrogen atmosphere and refluxed for 2 h. It was then cooled and concentrated under vacuum. The solid concentrate was taken in a beaker with 200 ml water neutralized with NaHCO3 powder and extracted with EtOAc. The solution was dried over Na2SO4, filtered, and concentrated. This crude product was then purified through column chromatography using ethyl acetate to get 17 as brown solid (2.113 g, 72%). 1H NMR (400 MHz,... Reactants: OCCCOC1=CC=C(C=C1)C[C@@H](C(=O)O)OC ((2S)-3-[4-(3-Hydroxy-propoxy)-phenyl]-2-methoxy-propionic acid), OC1=CC=C2C(C=C(OC2=C1)C1=CC=CC=C1)=O (7-hydroxyflavone). Product: CO[C@H](C(=O)O)CC1=CC=C(C=C1)OCCCOC1=CC=C2C(C=C(OC2=C1)C1=CC=CC=C1)=O ((2S)-2-Methoxy-3-{4-[3-(4-oxo-2-phenyl-4H-chromen-7-yloxy)-propoxy]-phenyl}-propionic acid). As a reaction SMILES: [OH:1][CH2:2][CH2:3][CH2:4][O:5][C:6]1[CH:11]=[CH:10][C:9]([CH2:12][C@H:13]([O:17][CH3:18])[C:14]([OH:16])=[O:15])=[CH:8][CH:7]=1.O[C:20]1[CH:29]=[C:28]2[C:23]([C:24](=[O:36])[CH:25]=[C:26]([C:30]3[CH:35]=[CH:34][CH:33]=[CH:32][CH:31]=3)[O:27]2)=[CH:22][CH:21]=1>>[CH3:18][O:17][C@@H:13]([CH2:12][C:9]1[CH:10]=[CH:11][C:6]([O:5][CH2:4][CH2:3][CH2:2][O:1][C:20]2[CH:29]=[C:28]3[C:23]([C:24](=[O:36])[CH:25]=[C:26]([C:30]4[CH:35]=[CH:34][CH:33]=[CH:32][CH:31]=4)[O:27]3)=[CH:22][CH:21]=2)=[CH:7][CH:8]=1)[C:14]([OH:16])=[O:15]. Reported procedure: The title compound was prepared from (2S)-3-[4-(3-Hydroxy-propoxy)-phenyl]-2-methoxy-propionic acid linked to Wang's Resin (Example 94, Step D) via Mitsunobu coupling with 7-hydroxyflavone and cleavage from the resin (Standard Procedure G) gave an oily solid.